This data is from the Open Reaction Database (ORD), a public repository of structured organic reaction records. The task is: describe an organic reaction: reactants, conditions, products, and yield The reactants are COCCOC(=O)N=NC(=O)OCCOC (azodicarboxylic acid bis(2-methoxyethyl) ester), COC1=CC=C(C=C1)O (4-methoxyphenol), C1(=CC=CC=C1)P(C1=CC=CC=C1)C1=CC=CC=C1 (triphenylphosphine), C[C@H](C[C@@H](C)O)O ((2R,4R)-2,4-pentanediol). Solvent: O (Water), C1CCOC1 (THF), C1CCOC1 (THF). Reaction conditions: time 14 hour. Product: COC1=CC=C(O[C@H](C[C@@H](C)O)C)C=C1 ((4S,2R)-4-(4-methoxyphenoxy)pentane-2-ol), COC1=CC=C(C=C1)O (4-methoxyphenol). As a reaction SMILES: [CH3:1][O:2][C:3]1[CH:8]=[CH:7][C:6]([OH:9])=[CH:5][CH:4]=1.C1(P(C2C=CC=CC=2)C2C=CC=CC=2)C=CC=CC=1.[CH3:29][C@@H:30](O)[CH2:31][C@H:32]([OH:34])[CH3:33].COCCOC(N=NC(OCCOC)=O)=O>C1COCC1.O>[CH3:1][O:2][C:3]1[CH:8]=[CH:7][C:6]([O:9][C@@H:30]([CH3:29])[CH2:31][C@H:32]([OH:34])[CH3:33])=[CH:5][CH:4]=1.[CH3:1][O:2][C:3]1[CH:8]=[CH:7][C:6]([OH:9])=[CH:5][CH:4]=1. Procedure details: After 4-methoxyphenol (300 mg, 2.41 mmol), triphenylphosphine (761 mg, 2.89 mmol), (2R,4R)-2,4-pentanediol (302 mg, 2.89 mmol), and THF (12 mL) were added to a 50 ml flask, azodicarboxylic acid bis(2-methoxyethyl) ester (680 mg, 2.89 mmol) dissolved in THF (6 ml) was added dropwise thereto at 20° C., and the reaction was allowed to proceed for 14 hours. Water (0.5 ml) was added, and concentration was carried out. Then, water (10 ml) was added to the solution, and extraction was carried out using... Starting materials: NC[C@H]1N(CCC[C@H]1C)C(=O)C1=C(C=CC(=C1)C)N1N=CC=N1 (((2S,3R)-2-(aminomethyl)-3-methylpiperidin-1-yl)(5-methyl-2-(2H-1,2,3-triazol-2-yl)phenyl)methanone), ClC1=NC=CC(=N1)C(F)(F)F (2-chloro-4-(trifluoromethyl)pyrimidine). Yields the product C[C@H]1[C@H](N(CCC1)C(=O)C1=C(C=CC(=C1)C)N1N=CC=N1)CNC1=NC=CC(=N1)C(F)(F)F (((2S,3R)-3-Methyl-2-(((4-(trifluoromethyl)pyrimidin-2-yl)amino)methyl)piperidin-1-yl)(5-methyl-2-(2H-1,2,3-triazol-2-yl)phenyl)methanone). Reaction SMILES: [NH2:1][CH2:2][C@@H:3]1[C@H:8]([CH3:9])[CH2:7][CH2:6][CH2:5][N:4]1[C:10]([C:12]1[CH:17]=[C:16]([CH3:18])[CH:15]=[CH:14][C:13]=1[N:19]1[N:23]=[CH:22][CH:21]=[N:20]1)=[O:11].Cl[C:25]1[N:30]=[C:29]([C:31]([F:34])([F:33])[F:32])[CH:28]=[CH:27][N:26]=1>>[CH3:9][C@@H:8]1[CH2:7][CH2:6][CH2:5][N:4]([C:10]([C:12]2[CH:17]=[C:16]([CH3:18])[CH:15]=[CH:14][C:13]=2[N:19]2[N:23]=[CH:22][CH:21]=[N:20]2)=[O:11])[C@@H:3]1[CH2:2][NH:1][C:25]1[N:30]=[C:29]([C:31]([F:34])([F:33])[F:32])[CH:28]=[CH:27][N:26]=1. Procedure: The title compound was prepared following the same general protocol as described for Example A1, using ((2S,3R)-2-(aminomethyl)-3-methylpiperidin-1-yl)(5-methyl-2-(2H-1,2,3-triazol-2-yl)phenyl)methanone and 2-chloro-4-(trifluoromethyl)pyrimidine. ESI-MS (m/z): 460 [M+1]+. Reactants: C(CCCC)C1=CC=C(C=C1)C1=CC=CC=C1.C(C1=CC=CC=C1)(=O)OOC(C(CC)Br)CCCC (p-pentyl biphenyl 3-bromo-4-octyloxy benzoate), cuprous cyanide, CN(C=O)C (dimethyl formamide), C(CN)N (ethylene diamine). Solvent: O (water). The product is C(CCCC)C1=CC=C(C=C1)C1=CC=CC=C1.C(C1=CC=CC=C1)(=O)OOC(C(CC)C#N)CCCC (p-pentyl biphenyl 3-cyano-4-octyloxy benzoate). Reaction SMILES: [CH2:1]([C:6]1[CH:11]=[CH:10][C:9]([C:12]2[CH:17]=[CH:16][CH:15]=[CH:14][CH:13]=2)=[CH:8][CH:7]=1)[CH2:2][CH2:3][CH2:4][CH3:5].[C:18]([O:26][O:27][CH:28]([CH2:33][CH2:34][CH2:35][CH3:36])[CH:29](Br)[CH2:30][CH3:31])(=[O:25])[C:19]1[CH:24]=[CH:23][CH:22]=[CH:21][CH:20]=1.[CH3:37][N:38](C)C=O.C(N)CN>O>[CH2:1]([C:6]1[CH:11]=[CH:10][C:9]([C:12]2[CH:13]=[CH:14][CH:15]=[CH:16][CH:17]=2)=[CH:8][CH:7]=1)[CH2:2][CH2:3][CH2:4][CH3:5].[C:18]([O:26][O:27][CH:28]([CH2:33][CH2:34][CH2:35][CH3:36])[CH:29]([C:37]#[N:38])[CH2:30][CH3:31])(=[O:25])[C:19]1[CH:24]=[CH:23][CH:22]=[CH:21][CH:20]=1 |f:0.1,5.6|. Reported procedure: 2.75 g (5.10-3 moles) of p-pentyl biphenyl-3-bromo-4-octyloxy benzoate and 0.6 g (6.7.10-3 moles) of cuprous cyanide are introduced into 10 ml of dimethyl formamide. After system had been heated under reflux for 6 hours, it is cooled and poured into a mixture of 60 ml of deionized water and 5.5 ml of ethylene diamine. The solution is stirred and then extracted with ether. 2.3 g of crude product are obtained and then purified chromatographically on a column of silica, followed by recrystallizatio... The reactants are [BH4-], CC(=O)O, CCCCCCC=O, Nc1cccc2c1C(=O)N(C1CCC(=O)NC1=O)C2=O, [Na+], CN(C)C=O. Product: CCCCCCCNc1cccc2c1C(=O)N(C1CCC(=O)NC1=O)C2=O. As a reaction SMILES: [BH4-:33].[CH3:29][C:30](=[O:31])[OH:32].[CH:21]([CH2:22][CH2:23][CH2:24][CH2:25][CH2:26][CH3:27])=[O:28].[NH2:1][c:2]1[c:3]2[c:7]([cH:8][cH:9][cH:10]1)[C:6](=[O:11])[N:5]([CH:12]1[C:13](=[O:19])[NH:14][C:15](=[O:18])[CH2:16][CH2:17]1)[C:4]2=[O:20].[Na+:34].[O:35]=[CH:36][N:37]([CH3:38])[CH3:39]>>[NH:1]([c:2]1[c:3]2[c:7]([cH:8][cH:9][cH:10]1)[C:6](=[O:11])[N:5]([CH:12]1[C:13](=[O:19])[NH:14][C:15](=[O:18])[CH2:16][CH2:17]1)[C:4]2=[O:20])[CH2:21][CH2:22][CH2:23][CH2:24][CH2:25][CH2:26][CH3:27]. Reactants: C(CCC)[Sn](Cl)(CCCC)CCCC (tributylchlorostannane), FC=1C=CC=2N(C1)C(=NC2I)CO ((6-fluoro-1-iodo-imidazo[1,5-a]pyridin-3-yl)-methanol), [H-].[Na+] (Sodium hydride), NaCl ice, C(C)(C)[Mg]Cl (isopropylmagnesium chloride). Solvent: C1CCOC1 (THF). Reaction conditions: time 10 minute. Product: FC=1C=CC=2N(C1)C(=NC2[Sn](CCCC)(CCCC)CCCC)CO ((6-Fluoro-1-tributylstannanyl-imidazo[1,5-a]pyridin-3-yl)-methanol). As a reaction SMILES: [F:1][C:2]1[CH:3]=[CH:4][C:5]2[N:6]([C:8]([CH2:12][OH:13])=[N:9][C:10]=2I)[CH:7]=1.[H-].[Na+].C([Mg]Cl)(C)C.[CH2:21]([Sn:25]([CH2:31][CH2:32][CH2:33][CH3:34])([CH2:27][CH2:28][CH2:29][CH3:30])Cl)[CH2:22][CH2:23][CH3:24]>C1COCC1>[F:1][C:2]1[CH:3]=[CH:4][C:5]2[N:6]([C:8]([CH2:12][OH:13])=[N:9][C:10]=2[Sn:25]([CH2:27][CH2:28][CH2:29][CH3:30])([CH2:31][CH2:32][CH2:33][CH3:34])[CH2:21][CH2:22][CH2:23][CH3:24])[CH:7]=1 |f:1.2|. Procedure: In a round-bottomed flask, (6-fluoro-1-iodo-imidazo[1,5-a]pyridin-3-yl)-methanol (156 mg, 0.53 mmol) was dissolved in THF (4 ml). Sodium hydride (60% dispersion in mineral oil, 26 mg, 0.65 mmol) was added and the reaction mixture was stirred at room temperature for 10 min. The reaction mixture was cooled to −16° C. (NaCl/ice bath) and isopropylmagnesium chloride (2.0 M in THF, 0.32 ml, 0.64 mmol) was added dropwise. The reaction was stirred at −16° C. for 25 min then tributylchlorostannane (0.17...